This data is from the Open Reaction Database (ORD), a public repository of structured organic reaction records. The task is: describe an organic reaction: reactants, conditions, products, and yield Starting materials: C(=O)C1=C(NC(=C1C)C)C(=O)OC (methyl 3-formyl-4,5-dimethylpyrrole-2-carboxylate), BrCCCF (1-bromo-3-fluoropropane). Yields the product FCCCN1C(=C(C(=C1C)C)C=O)C(=O)OC (Methyl 1-(3-fluoropropyl)-3-formyl-4,5-dimethylpyrrole-2-carboxylate). Reaction SMILES: [CH:1]([C:3]1[C:7]([CH3:8])=[C:6]([CH3:9])[NH:5][C:4]=1[C:10]([O:12][CH3:13])=[O:11])=[O:2].Br[CH2:15][CH2:16][CH2:17][F:18]>>[F:18][CH2:17][CH2:16][CH2:15][N:5]1[C:6]([CH3:9])=[C:7]([CH3:8])[C:3]([CH:1]=[O:2])=[C:4]1[C:10]([O:12][CH3:13])=[O:11]. Procedure: The title compound was prepared as pale yellow crystals in 90.89% yeild in a similar procedure to that described in Referential Example 9 by using methyl 3-formyl-4,5-dimethylpyrrole-2-carboxylate and 1-bromo-3-fluoropropane.